This data is from the Open Reaction Database (ORD), a public repository of structured organic reaction records. The task is: describe an organic reaction: reactants, conditions, products, and yield Starting materials: [Al+3], CCCCNc1c(C(=O)OCC)cnc2cn[nH]c12, C1CCOC1, [H-], [H-], [H-], [H-], [Li+], [Na+], [OH-], O. The product is CCCCNc1c(C)cnc2cn[nH]c12. Reaction SMILES: [Al+3:21].[CH2:1]([CH2:2][CH2:3][CH3:4])[NH:5][c:6]1[c:7]2[c:8]([n:9][cH:10][c:11]1[C:12]([O:13][CH2:14][CH3:15])=[O:16])[cH:17][n:18][nH:19]2.[CH2:29]1[O:30][CH2:31][CH2:32][CH2:33]1.[H-:20].[H-:23].[H-:24].[H-:25].[Li+:22].[Na+:28].[OH-:27].[OH2:26]>>[CH2:1]([CH2:2][CH2:3][CH3:4])[NH:5][c:6]1[c:7]2[c:8]([n:9][cH:10][c:11]1[CH3:12])[cH:17][n:18][nH:19]2. Yields the product CCCCCCCCCCCc1ccc(C(=O)Oc2ccc(C(=O)OCc3ccccc3)cc2)c(C(=O)O)c1. RXN SMILES: [CH2:2]([CH2:3][CH2:4][CH2:5][CH2:6][CH2:7][CH2:8][CH2:9][CH2:10][CH2:11][CH3:12])[c:13]1[cH:14][c:15]([C:22](=[O:23])[OH:24])[c:16]([C:17](=[O:18])[OH:19])[cH:20][cH:21]1.[Cl-:1].[Cl-:29].[OH:30][c:31]1[cH:32][cH:33][c:34]([C:35](=[O:36])[O:37][CH2:38][c:39]2[cH:40][cH:41][cH:42][cH:43][cH:44]2)[cH:45][cH:46]1.[S:25]([Cl:26])([Cl:27])=[O:28]>>[CH2:2]([CH2:3][CH2:4][CH2:5][CH2:6][CH2:7][CH2:8][CH2:9][CH2:10][CH2:11][CH3:12])[c:13]1[cH:14][c:15]([C:22](=[O:23])[OH:24])[c:16]([C:17](=[O:18])[O:19][c:31]2[cH:32][cH:33][c:34]([C:35](=[O:36])[O:37][CH2:38][c:39]3[cH:40][cH:41][cH:42][cH:43][cH:44]3)[cH:45][cH:46]2)[cH:20][cH:21]1. Starting materials: CCCCCCCCCCCc1ccc(C(=O)O)c(C(=O)O)c1, [Cl-], [Cl-], O=C(OCc1ccccc1)c1ccc(O)cc1, O=S(Cl)Cl. Reactants: C=1C=CN2C1CN(C1=C(C2)C=CC=C1)C(=O)C1=C(C=C(C=C1)C1=C(C=CC=C1)C)OC ((10,11-dihydro-5H-pyrrolo[2,1-c][1,4]benzodiazepin-10-yl)-[3-methoxy-2′-methyl-[1,1′-biphenyl]-4-yl]-methanone), C(C)(C)N(C(C)C)CC (N,N-diisopropylethyl amine), ClC(C(=O)Cl)(Cl)Cl (trichloroacetyl chloride). The solvent is ClCCl (dichloromethane). Run at time 8 hour. Yields the product ClC(C(=O)C1=CC=C2CN(C3=C(CN21)C=CC=C3)C(=O)C3=C(C=C(C=C3)C3=C(C=CC=C3)C)OC)(Cl)Cl (2,2,2-Trichloro-1-{10-[(3-methoxy-2′-methyl-[1,1′-biphenyl]-4-yl)carbonyl]-10,11-dihydro-5H-pyrrolo[2,1-c][1,4]benzodiazepin-3-yl}ethanone). Isolated yield 92.2%. Reaction SMILES: [CH:1]1[CH:2]=[CH:3][N:4]2[CH2:10][C:9]3[CH:11]=[CH:12][CH:13]=[CH:14][C:8]=3[N:7]([C:15]([C:17]3[CH:22]=[CH:21][C:20]([C:23]4[CH:28]=[CH:27][CH:26]=[CH:25][C:24]=4[CH3:29])=[CH:19][C:18]=3[O:30][CH3:31])=[O:16])[CH2:6][C:5]=12.C(N(CC)C(C)C)(C)C.[Cl:41][C:42]([Cl:47])([Cl:46])[C:43](Cl)=[O:44]>ClCCl>[Cl:41][C:42]([Cl:47])([Cl:46])[C:43]([C:3]1[N:4]2[C:5]([CH2:6][N:7]([C:15]([C:17]3[CH:22]=[CH:21][C:20]([C:23]4[CH:28]=[CH:27][CH:26]=[CH:25][C:24]=4[CH3:29])=[CH:19][C:18]=3[O:30][CH3:31])=[O:16])[C:8]3[CH:14]=[CH:13][CH:12]=[CH:11][C:9]=3[CH2:10]2)=[CH:1][CH:2]=1)=[O:44]. Procedure details: To a solution of (10,11-dihydro-5H-pyrrolo[2,1-c][1,4]benzodiazepin-10-yl)-[3-methoxy-2′-methyl-[1,1′-biphenyl]-4-yl]-methanone of Step D (1.36 g, 3.33 mmol) in dichloromethane (15 mL) was added N,N-diisopropylethyl amine (1.2 mL, 6.89 mmol) followed by slow addition of trichloroacetyl chloride (1.1 mL, 9.85 mmol). The reaction mixture was stirred overnight at room temperature then was quenched with water. The organic phase was washed with 0.1 N hydrochloric acid followed by water, then dried ov... Reactants: Clc1nccc2sc(Br)cc12, CS(C)=O, [K+], [K+], CC(C)(C)OC(=O)N1CCNCC1, O=C([O-])[O-]. Yields the product CC(C)(C)OC(=O)N1CCN(c2nccc3sc(Br)cc23)CC1. RXN SMILES: [Br:1][c:2]1[cH:3][c:4]2[c:5]([Cl:11])[n:6][cH:7][cH:8][c:9]2[s:10]1.[CH3:31][S:32]([CH3:33])=[O:34].[K+:12].[K+:13].[N:18]1([C:24](=[O:25])[O:26][C:27]([CH3:28])([CH3:29])[CH3:30])[CH2:19][CH2:20][NH:21][CH2:22][CH2:23]1.[O-:14][C:15]([O-:16])=[O:17]>>[Br:1][c:2]1[cH:3][c:4]2[c:5]([N:21]3[CH2:20][CH2:19][N:18]([C:24](=[O:25])[O:26][C:27]([CH3:28])([CH3:29])[CH3:30])[CH2:23][CH2:22]3)[n:6][cH:7][cH:8][c:9]2[s:10]1. The reactants are [Al+3], C1CCOC1, [H-], [H-], [H-], [H-], [Li+], O, CCOC(=O)c1ccc2c(c1)C=C(n1ccnc1)CC2. Product: OCc1ccc2c(c1)C=C(n1ccnc1)CC2. As a reaction SMILES: [Al+3:2].[CH2:28]1[O:29][CH2:30][CH2:31][CH2:32]1.[H-:1].[H-:4].[H-:5].[H-:6].[Li+:3].[OH2:27].[n:7]1([C:12]2=[CH:21][c:20]3[c:15]([cH:16][cH:17][c:18]([C:22](=[O:23])[O:24][CH2:25][CH3:26])[cH:19]3)[CH2:14][CH2:13]2)[cH:8][n:9][cH:10][cH:11]1>>[n:7]1([C:12]2=[CH:21][c:20]3[c:15]([cH:16][cH:17][c:18]([CH2:22][OH:23])[cH:19]3)[CH2:14][CH2:13]2)[cH:8][n:9][cH:10][cH:11]1. Starting materials: C1=NC=CC=2C(=CC=CC12)S (5-isoquinolinethiol), C([O-])([O-])=O.[K+].[K+] (potassium carbonate), ClC=1C=C(C#N)C=CC1F (3-chloro-4-fluorobenzonitrile). The solvent is CN(C)C=O (DMF). Conditions: temperature 100 celsius, time 30 minute. Product: ClC=1C=C(C#N)C=CC1SC1=C2C=CN=CC2=CC=C1 (3-chloro-4-(5-isoquinolylsulfanyl)benzonitrile). Yield: 90.0%. RXN SMILES: [CH:1]1[C:10]2[CH:9]=[CH:8][CH:7]=[C:6]([SH:11])[C:5]=2[CH:4]=[CH:3][N:2]=1.C(=O)([O-])[O-].[K+].[K+].[Cl:18][C:19]1[CH:20]=[C:21]([CH:24]=[CH:25][C:26]=1F)[C:22]#[N:23]>CN(C=O)C>[Cl:18][C:19]1[CH:20]=[C:21]([CH:24]=[CH:25][C:26]=1[S:11][C:6]1[CH:7]=[CH:8][CH:9]=[C:10]2[C:5]=1[CH:4]=[CH:3][N:2]=[CH:1]2)[C:22]#[N:23] |f:1.2.3|. Procedure: According to the method in Example 10, 5-isoquinolinethiol 1.00 g (6.2 mmol), DMF 30 ml, potassium carbonate 1.60 g (11.6 mmol) and 3-chloro-4-fluorobenzonitrile 0.90 g (5.8 mmol) were stirred at 100° C. for 30 minutes, and 3-chloro-4-(5-isoquinolylsulfanyl)benzonitrile 1.55 g (90.3%) was obtained. Reactants: ClCCl, O=[N+]([O-])c1cc(F)ccc1F, COC(=O)c1cc(-c2ccccc2)sc1N. Product: COC(=O)c1cc(-c2ccccc2)sc1Nc1ccc(F)cc1[N+](=O)[O-]. RXN SMILES: [Cl:28][CH2:29][Cl:30].[F:17][c:18]1[c:19]([N+:25](=[O:26])[O-:27])[cH:20][c:21]([F:24])[cH:22][cH:23]1.[NH2:1][c:2]1[s:3][c:4](-[c:11]2[cH:12][cH:13][cH:14][cH:15][cH:16]2)[cH:5][c:6]1[C:7](=[O:8])[O:9][CH3:10]>>[NH:1]([c:2]1[s:3][c:4](-[c:11]2[cH:12][cH:13][cH:14][cH:15][cH:16]2)[cH:5][c:6]1[C:7](=[O:8])[O:9][CH3:10])[c:18]1[c:19]([N+:25](=[O:26])[O-:27])[cH:20][c:21]([F:24])[cH:22][cH:23]1.